describe an organic reaction: reactants, conditions, products, and yield From a dataset of the Open Reaction Database (ORD), a public repository of structured organic reaction records. Reactants: ClC1=CC=C(CC=2C(NC(=NC2)SC)=O)C=C1 (5-(4-chorobenzyl)-2-methylthio-4-pyrimidone), S1C(=NC=C1)CSCCN (2-(2-thiazolylmethylthio)ethylamine), Cl (hydrochloric acid). Product: Cl.ClC1=CC=C(CC=2C(NC=NC2)=O)C=C1 (5-(4-chlorobenzyl)-4-pyrimidone monohydrochloride). RXN SMILES: [Cl:1][C:2]1[CH:17]=[CH:16][C:5]([CH2:6][C:7]2[C:8](=[O:15])[NH:9][C:10](SC)=[N:11][CH:12]=2)=[CH:4][CH:3]=1.S1C=CN=C1CSCCN.Cl>>[ClH:1].[Cl:1][C:2]1[CH:3]=[CH:4][C:5]([CH2:6][C:7]2[C:8](=[O:15])[NH:9][CH:10]=[N:11][CH:12]=2)=[CH:16][CH:17]=1 |f:3.4|. Procedure: An intimate mixture of 5-(4-chorobenzyl)-2-methylthio-4-pyrimidone (1.36 g) and 2-(2-thiazolylmethylthio)ethylamine (0.9 g) was heated at 130°-135° for 31/2 hours. After cooling the reaction mixture was treated with 2N hydrochloric acid. Evaporation to dryness followed by recrystallisation from isopropanol/methanol gave 2-[2-(2-thiazolyl-methylthio)ethylamino[-5-(4-chlorobenzyl)-4-pyrimidone monohydrochloride, m.p. 172.5°-174.5°. The reactants are C1CCOC1, COC(=O)c1ccc2c(=O)n(N3C=C(c4ccccc4)n4c(OC)cc5c4C(=CCC5)C3=O)c(C)nc2c1, [K+], [OH-], O. Product: COc1cc2c3n1C(c1ccccc1)=CN(n1c(C)nc4cc(C(=O)O)ccc4c1=O)C(=O)C3=CCC2. As a reaction SMILES: [CH2:42]1[O:43][CH2:44][CH2:45][CH2:46]1.[CH3:1][c:2]1[n:3][c:4]2[cH:5][c:6]([C:35](=[O:36])[O:37][CH3:38])[cH:7][cH:8][c:9]2[c:10](=[O:34])[n:11]1[N:12]1[CH:13]=[C:14]([c:28]2[cH:29][cH:30][cH:31][cH:32][cH:33]2)[n:15]2[c:16]([O:26][CH3:27])[cH:17][c:18]3[c:23]2[C:22](=[CH:21][CH2:20][CH2:19]3)[C:24]1=[O:25].[K+:41].[OH-:40].[OH2:39]>>[CH3:1][c:2]1[n:3][c:4]2[cH:5][c:6]([C:35](=[O:36])[OH:37])[cH:7][cH:8][c:9]2[c:10](=[O:34])[n:11]1[N:12]1[CH:13]=[C:14]([c:28]2[cH:29][cH:30][cH:31][cH:32][cH:33]2)[n:15]2[c:16]([O:26][CH3:27])[cH:17][c:18]3[c:23]2[C:22](=[CH:21][CH2:20][CH2:19]3)[C:24]1=[O:25]. The reactants are COCc1cc(OCc2ccccc2)c2nc(C)c(C)n2c1, CCO. The product is COCc1cc(O)c2nc(C)c(C)n2c1. As a reaction SMILES: [CH2:1]([c:2]1[cH:3][cH:4][cH:5][cH:6][cH:7]1)[O:8][c:9]1[c:10]2[n:11]([cH:12][c:13]([CH2:15][O:16][CH3:17])[cH:14]1)[c:18]([CH3:22])[c:19]([CH3:21])[n:20]2.[CH3:23][CH2:24][OH:25]>>[OH:8][c:9]1[c:10]2[n:11]([cH:12][c:13]([CH2:15][O:16][CH3:17])[cH:14]1)[c:18]([CH3:22])[c:19]([CH3:21])[n:20]2.